Dataset: the Open Reaction Database (ORD), a public repository of structured organic reaction records. Task: describe an organic reaction: reactants, conditions, products, and yield Reactants: NOCc1ccccc1, C1CCOC1, COC(=O)C(CN1C(=O)N(C)C(C)(C)C1=O)C(CC1CCCC1)C(=O)N1CCCCC1, [Cl-], Cl, [NH4+]. The product is CN1C(=O)N(CC(C(=O)NOCc2ccccc2)C(CC2CCCC2)C(=O)N2CCCCC2)C(=O)C1(C)C. RXN SMILES: [CH2:33]([c:34]1[cH:35][cH:36][cH:37][cH:38][cH:39]1)[O:40][NH2:41].[CH2:44]1[O:45][CH2:46][CH2:47][CH2:48]1.[CH3:1][O:2][C:3](=[O:4])[CH:5]([CH2:6][N:7]1[C:8](=[O:16])[N:9]([CH3:15])[C:10]([CH3:13])([CH3:14])[C:11]1=[O:12])[CH:17]([C:18](=[O:19])[N:20]1[CH2:21][CH2:22][CH2:23][CH2:24][CH2:25]1)[CH2:26][CH:27]1[CH2:28][CH2:29][CH2:30][CH2:31]1.[Cl-:42].[ClH:32].[NH4+:43]>>[C:3](=[O:4])([CH:5]([CH2:6][N:7]1[C:8](=[O:16])[N:9]([CH3:15])[C:10]([CH3:13])([CH3:14])[C:11]1=[O:12])[CH:17]([C:18](=[O:19])[N:20]1[CH2:21][CH2:22][CH2:23][CH2:24][CH2:25]1)[CH2:26][CH:27]1[CH2:28][CH2:29][CH2:30][CH2:31]1)[NH:41][O:40][CH2:33][c:34]1[cH:35][cH:36][cH:37][cH:38][cH:39]1. The reactants are C(C1=CC=CC=C1)/N=C(/C(F)(F)F)\C1=NC=C(C=C1)Br (Benzyl-[1-(5-bromo-pyridin-2-yl)-2,2,2-trifluoro-eth-(E)-ylidene]-amine), C(C)(=O)O[BH-](OC(C)=O)OC(C)=O.[Na+] (sodium triacetoxy borohydride). Solvent: O (water), CO (methanol). Reaction conditions: time 3 hour. The product is C(C1=CC=CC=C1)NC(C(F)(F)F)C1=NC=C(C=C1)Br (Benzyl-[1-(5-bromo-pyridin-2-yl)-2,2,2-trifluoro-ethyl]-amine). Yield: 33.2%. Reaction SMILES: [CH2:1](/[N:8]=[C:9](\[C:14]1[CH:19]=[CH:18][C:17]([Br:20])=[CH:16][N:15]=1)/[C:10]([F:13])([F:12])[F:11])[C:2]1[CH:7]=[CH:6][CH:5]=[CH:4][CH:3]=1.C(O[BH-](OC(=O)C)OC(=O)C)(=O)C.[Na+]>CO.O>[CH2:1]([NH:8][CH:9]([C:14]1[CH:19]=[CH:18][C:17]([Br:20])=[CH:16][N:15]=1)[C:10]([F:13])([F:11])[F:12])[C:2]1[CH:3]=[CH:4][CH:5]=[CH:6][CH:7]=1 |f:1.2|. Reported procedure: To a stirred solution of Benzyl-[1-(5-bromo-pyridin-2-yl)-2,2,2-trifluoro-eth-(E)-ylidene]-amine (0.45 g, 1.31 mmol) in methanol (20 mL) is added sodium triacetoxy borohydride (0.55 g, 2.62 mmol) at 0° C. then stir at room temperature for 3 hours. Reaction mixture is diluted with water and extracted with ethyl acetate. Organic layer is dried over sodium sulphate, solvent is evaporated in vacuo and purified by column chromatography eluting in 10% ethyl acetate in hexane to afford the title compou... Starting materials: C1(CCC1)N1CCN(CC1)C=1C(=CC2=C(C(C=3NC4=CC(=CC=C4C3C2=O)C#N)(C)C)C1)C (8-(4-cyclobutyl-piperazin-1-yl)-6,6,9-trimethyl-11-oxo-6,11-dihydro-5H-benzo[b]carbazole-3-carbonitrile), BrC1=CC2=C(C(C=3NC4=CC(=CC=C4C3C2=O)C#N)(C)C)C=C1N1CCN(CC1)C1CCC1 (9-bromo-8-(4-cyclobutyl-piperazin-1-yl)-6,6-dimethyl-11-oxo-6,11-dihydro-5H-benzo[b]carbazole-3-carbonitrile), CB1OB(OB(O1)C)C (trimethyl boroxine), tetrakis triphenylphosphine palladium, C([O-])([O-])=O.[K+].[K+] (potassium carbonate). The solvent is CN(C=O)C (N,N-dimethyl formamide). Reaction conditions: temperature 100 celsius, time 24 hour. The product is CC1(C2=C(C(C=3C4=CC=C(C=C4NC13)C#N)=O)C=C(C(=C2)N2CCC(CC2)N2CCOCC2)C)C (6,6,9-Trimethyl-8-(4-morpholin-4-yl-piperidin-1-yl)-11-oxo-6,11-dihydro-5H-benzo[b]carbazole-3-carbonitrile). Reaction SMILES: Br[C:2]1[C:23]([N:24]2[CH2:29]CN(C3CCC3)[CH2:26][CH2:25]2)=[CH:22][C:5]2C(C)(C)C3NC4C(C=3C(=O)C=2C=1)=CC=C(C#N)C=4.CB1OB(C)OB(C)O1.[C:43](=[O:46])([O-])[O-].[K+].[K+].C1(N2CC[N:56]([C:59]3[C:60]([CH3:81])=[CH:61][C:62]4[C:74](=[O:75])[C:73]5[C:72]6[C:67](=[CH:68][C:69]([C:76]#[N:77])=[CH:70][CH:71]=6)[NH:66][C:65]=5[C:64]([CH3:79])([CH3:78])[C:63]=4[CH:80]=3)[CH2:55]C2)CCC1>CN(C)C=O>[CH3:78][C:64]1([CH3:79])[C:65]2[NH:66][C:67]3[C:72](=[CH:71][CH:70]=[C:69]([C:76]#[N:77])[CH:68]=3)[C:73]=2[C:74](=[O:75])[C:62]2[CH:61]=[C:60]([CH3:81])[C:59]([N:56]3[CH2:55][CH2:2][CH:23]([N:24]4[CH2:29][CH2:43][O:46][CH2:26][CH2:25]4)[CH2:22][CH2:5]3)=[CH:80][C:63]1=2 |f:2.3.4|. Procedure: With the same condition as the method for synthesizing the Compound F5-47 (under nitrogen atmosphere, to the N,N-dimethyl formamide (1.5 ml) solution of 9-bromo-8-(4-cyclobutyl-piperazin-1-yl)-6,6-dimethyl-11-oxo-6,11-dihydro-5H-benzo[b]carbazole-3-carbonitrile (Compound F4-10, 50 mg, 0.099 mmol), trimethyl boroxine (12 mg, 0.1 eq.), tetrakis triphenylphosphine palladium (39 mg, 0.2 eq.), and potassium carbonate (41 mg, 3.0 eq.) were added, and the mixture was stirred at 100° C. for 24 hours. Up... Reactants: OC1=C(C2=C(C(CCO2)=O)C=C1)CCC (2,3-dihydro-7-hydroxy-8-propyl-4H-1-benzopyran-4-one), COC(CCC1=C(C=CC=C1CCCCCCOS(=O)(=O)C)OCCCC(C(=O)OC)(C)C)=O (2-[(5-methoxy-4,4-dimethyl-5-oxopentyl)oxy]-6-[6-[(methylsulfonyl)oxy]hexyl]benzenepropanoic acid methyl ester). The product is C(=O)(O)C(CCCOC1=C(C(=CC=C1)CCCCCCOC1=C(C2=C(C(CCO2)=O)C=C1)CCC)CCC(=O)O)(C)C (2-[(4-Carboxy-4-methylpentyl)oxy]-6-[6-[(3,4-dihydro-4-oxo-8-propyl-2H-1-benzopyran-7-yl)oxy]hexyl]benzenepropanoic Acid). As a reaction SMILES: [OH:1][C:2]1[CH:12]=[CH:11][C:5]2[C:6](=[O:10])[CH2:7][CH2:8][O:9][C:4]=2[C:3]=1[CH2:13][CH2:14][CH3:15].C[O:17][C:18](=[O:49])[CH2:19][CH2:20][C:21]1[C:26]([CH2:27][CH2:28][CH2:29][CH2:30][CH2:31][CH2:32]OS(C)(=O)=O)=[CH:25][CH:24]=[CH:23][C:22]=1[O:38][CH2:39][CH2:40][CH2:41][C:42]([CH3:48])([CH3:47])[C:43]([O:45]C)=[O:44]>>[C:43]([C:42]([CH3:47])([CH3:48])[CH2:41][CH2:40][CH2:39][O:38][C:22]1[CH:23]=[CH:24][CH:25]=[C:26]([CH2:27][CH2:28][CH2:29][CH2:30][CH2:31][CH2:32][O:1][C:2]2[CH:12]=[CH:11][C:5]3[C:6](=[O:10])[CH2:7][CH2:8][O:9][C:4]=3[C:3]=2[CH2:13][CH2:14][CH3:15])[C:21]=1[CH2:20][CH2:19][C:18]([OH:49])=[O:17])([OH:45])=[O:44]. Procedure: Using the procedure of example 126, 2,3-dihydro-7-hydroxy-8-propyl-4H-1-benzopyran-4-one was converted into the title compound by alkylation with 2-[(5-methoxy-4,4-dimethyl-5-oxopentyl)oxy]-6-[6-[(methylsulfonyl)oxy]hexyl]benzenepropanoic acid methyl ester from the preceding example, followed by saponification, in 33.9% overall yield. The product was a colorless solid, mp 85°-87° C., recrystallized from hexane-ethyl acetate. Reactants: [H-].[Na+] (Sodium hydride), C(C1=CC=CC=C1)OP(OCC1=CC=CC=C1)[O-] (dibenzylphosphite), P([O-])([O-])[O-] (phosphite), P([O-])([O-])[O-] (phosphite), [H-].[Na+] (NaH), C(C)(C)C1=C(CBr)C(=CC(=C1)C(C)C)C(C)C (2,4,6-triisopropylbenzyl bromide). Run in O1CCCC1 (tetrahydrofuran). Product: C(C1=CC=CC=C1)OP(OCC1=CC=CC=C1)(=O)CC1=C(C=C(C=C1C(C)C)C(C)C)C(C)C (2,4,6-Triisopropylbenzylphosphonate Dibenzyl Ester). RXN SMILES: [H-].[Na+].[CH2:3]([O:10][P:11]([O-:20])[O:12][CH2:13][C:14]1[CH:19]=[CH:18][CH:17]=[CH:16][CH:15]=1)[C:4]1[CH:9]=[CH:8][CH:7]=[CH:6][CH:5]=1.[CH:21]([C:24]1[CH:31]=[C:30]([CH:32]([CH3:34])[CH3:33])[CH:29]=[C:28]([CH:35]([CH3:37])[CH3:36])[C:25]=1[CH2:26]Br)([CH3:23])[CH3:22].P([O-])([O-])[O-]>O1CCCC1>[CH2:13]([O:12][P:11]([CH2:26][C:25]1[C:24]([CH:21]([CH3:23])[CH3:22])=[CH:31][C:30]([CH:32]([CH3:34])[CH3:33])=[CH:29][C:28]=1[CH:35]([CH3:37])[CH3:36])(=[O:20])[O:10][CH2:3][C:4]1[CH:5]=[CH:6][CH:7]=[CH:8][CH:9]=1)[C:14]1[CH:15]=[CH:16][CH:17]=[CH:18][CH:19]=1 |f:0.1|. Procedure: Sodium hydride (2.0 g, 50 mmol), was added in portions to dibenzylphosphite (13.0 g, 50 mmol) in tetrahydrofuran (250 mL) at room temperature. When no further reaction was apparent, added 2,4,6-triisopropylbenzyl bromide (14.47 g, 49 mmol) and stirred at room temperature. Stirred overnight at room temperature, added more phosphite anion (11.94 g phosphite, 1.30 g NaH), and stirred over 2 days at room temperature. The reaction mixture was concentrated, the residue was taken up in ethyl acetate, w... Reactants: C(C)(C)N(C(C)C)CC (N,N-diisopropylethylamine), BrCC(=O)OC(C)(C)C (tert-butyl 2-bromoacetate), BrC=1C(=NC=2N(C1N)N=CC2C=2C=NC1=CC=CC=C1C2)C=2CCNCC2 (6-Bromo-3-(quinolin-3-yl)-5-(1,2,3,6-tetrahydropyridin-4-yl)pyrazolo[1,5-a]pyrimidin-7-amine). Solvent: CN(C)C=O (DMF). Run at temperature 50 celsius, time 18 hour. Product: NC1=C(C(=NC=2N1N=CC2C=2C=NC1=CC=CC=C1C2)C2=CCN(CC2)CC(=O)O)Br (2-(4-(7-amino-6-bromo-3-(quinolin-3-yl)pyrazolo[1,5-a]pyrimidin-5-yl)-5,6-dihydropyridin-1(2H)-yl)acetic acid). Reaction SMILES: [Br:1][C:2]1[C:3]([C:22]2[CH2:23][CH2:24][NH:25][CH2:26][CH:27]=2)=[N:4][C:5]2[N:6]([N:9]=[CH:10][C:11]=2[C:12]2[CH:13]=[N:14][C:15]3[C:20]([CH:21]=2)=[CH:19][CH:18]=[CH:17][CH:16]=3)[C:7]=1[NH2:8].C(N(CC)C(C)C)(C)C.Br[CH2:38][C:39]([O:41]C(C)(C)C)=[O:40]>CN(C=O)C>[NH2:8][C:7]1[N:6]2[N:9]=[CH:10][C:11]([C:12]3[CH:13]=[N:14][C:15]4[C:20]([CH:21]=3)=[CH:19][CH:18]=[CH:17][CH:16]=4)=[C:5]2[N:4]=[C:3]([C:22]2[CH2:23][CH2:24][N:25]([CH2:38][C:39]([OH:41])=[O:40])[CH2:26][CH:27]=2)[C:2]=1[Br:1]. Procedure: 6-Bromo-3-(quinolin-3-yl)-5-(1,2,3,6-tetrahydropyridin-4-yl)pyrazolo[1,5-a]pyrimidin-7-amine (0.035 mmol) was charged to a 20 mL scintillation vial. Then DMF (1 ml), N,N-diisopropylethylamine (0.14 mmol, 25 μL), and tert-butyl 2-bromoacetate (0.035 mmol, 5.2 μL) were added, respectively. The resulting reaction mixture was stirred at 50° C. 18 hours. After 18 hours, the reaction was concentrated in vacuo and treated with 1 mL TFA. This reaction mixture was stirred at room temperature for 2 hours.... The reactants are C(C)N(C(C1=C(C=CC=C1)C)=O)CC (N,N-diethyl-2-methylbenzamide), OCC1N(CCCC1)CCC#N (3-(2-hydroxymethylpiperidin-1-yl)propionitrile). The product is OCC1N(CCCC1)CCC=1NC(C2=CC=CC=C2C1)=O (3-[2-(2-hydroxymethylpiperidin-1-yl)ethyl]-2H-isoquinolin-1-one). The yield is 15.3%. As a reaction SMILES: C([N:3]([CH2:13][CH3:14])[C:4](=[O:12])[C:5]1[CH:10]=[CH:9][CH:8]=[CH:7][C:6]=1[CH3:11])C.[OH:15][CH2:16][CH:17]1[CH2:22][CH2:21][CH2:20][CH2:19][N:18]1[CH2:23]CC#N>>[OH:15][CH2:16][CH:17]1[CH2:22][CH2:21][CH2:20][CH2:19][N:18]1[CH2:23][CH2:14][C:13]1[NH:3][C:4](=[O:12])[C:5]2[C:6]([CH:11]=1)=[CH:7][CH:8]=[CH:9][CH:10]=2. Procedure: By the reaction in the same manner as in Example 1a, using N,N-diethyl-2-methylbenzamide (3.42 g) and 3-(2-hydroxymethylpiperidin-1-yl)propionitrile (1.51 g), 3-[2-(2-hydroxymethylpiperidin-1-yl)ethyl]-2H-isoquinolin-1-one (392 mg) was obtained. Starting materials: C(C)(C)C1=C2C(N(S(=O)(=O)C2=CC(=C1)O)CSC1=CC=CC=C1)=O (4-isopropyl-6-hydroxy-2-phenylthiomethyl-saccharin), C(=O)([O-])[O-].[K+].[K+] (K2CO3), CC(=O)C (acetone), C(C1=CC=CC=C1)C(C(=O)[O-])Br (benzylbromoacetate). Run at time 2 minute. The product is 4.67, C(C)(C)C1=C2C(N(S(=O)(=O)C2=CC(=C1)OCC(=O)OCC1=CC=CC=C1)CSC1=CC=CC=C1)=O (4-isopropyl-6-(benzyloxycarbonylmethoxy)-2-phenylthiomethylsaccharin). Isolated yield 100.0%. As a reaction SMILES: [CH:1]([C:4]1[CH:14]=[C:13]([OH:15])[CH:12]=[C:11]2[C:5]=1[C:6](=[O:24])[N:7]([CH2:16][S:17][C:18]1[CH:23]=[CH:22][CH:21]=[CH:20][CH:19]=1)[S:8]2(=[O:10])=[O:9])([CH3:3])[CH3:2].[C:25]([O-:28])([O-])=[O:26].[K+].[K+].[CH2:31](C(Br)C([O-])=O)[C:32]1[CH:37]=[CH:36][CH:35]=[CH:34][CH:33]=1.[CH3:43]C(C)=O>>[CH:1]([C:4]1[CH:14]=[C:13]([O:15][CH2:43][C:25]([O:28][CH2:31][C:32]2[CH:37]=[CH:36][CH:35]=[CH:34][CH:33]=2)=[O:26])[CH:12]=[C:11]2[C:5]=1[C:6](=[O:24])[N:7]([CH2:16][S:17][C:18]1[CH:19]=[CH:20][CH:21]=[CH:22][CH:23]=1)[S:8]2(=[O:10])=[O:9])([CH3:3])[CH3:2] |f:1.2.3|. Procedure details: A mixture of 4-isopropyl-6-hydroxy-2-phenylthiomethyl-saccharin (3.5 g, 9.63 mmol), acetone (25 mL) and K2CO3 (2.66 g, 19.26 mmol) was stirred under nitrogen for 2 minutes, then benzylbromoacetate (2.4 mL, 14.45 mmol) was added. The mixture was stirred for 6 hours, filtered, and the filtrate was concentrated in vacuo. The residue was purified by medium pressure chromatography eluting with 20% ethyl acetate/hexane to afford 4.67 (100%) of 4-isopropyl-6-(benzyloxycarbonylmethoxy)-2-phenylthiomethy... The reactants are C(=O)(N1C=NC=C1)N1C=NC=C1 (1,1′-carbonyl diimidazole), ClC1=C(C=CC=C1)CC(=O)O (2-chlorophenylacetic acid), OC1=C(N)C=C(C=C1)Cl (2-hydroxy-5-chloroaniline). Run in ClCCl (dichloromethane), ClCCl (dichloromethane), O (water). Conditions: time 1.5 hour. The product is ClC1=C(C=CC=C1)CC(=O)NC1=C(C=CC(=C1)Cl)O (N-((2-chlorophenyl)acetyl)-5-chloro-2-hydroxyaniline). RXN SMILES: C(N1C=CN=C1)(N1C=CN=C1)=O.[Cl:13][C:14]1[CH:19]=[CH:18][CH:17]=[CH:16][C:15]=1[CH2:20][C:21]([OH:23])=O.[OH:24][C:25]1[CH:31]=[CH:30][C:29]([Cl:32])=[CH:28][C:26]=1[NH2:27]>ClCCl.O>[Cl:13][C:14]1[CH:19]=[CH:18][CH:17]=[CH:16][C:15]=1[CH2:20][C:21]([NH:27][C:26]1[CH:28]=[C:29]([Cl:32])[CH:30]=[CH:31][C:25]=1[OH:24])=[O:23]. Procedure details: To a mixture of 1,1′-carbonyl diimidazole (66.5 g, 0.41 mol) and dichloromethane (300 ml) was added 2-chlorophenylacetic acid (67.0 g, 0.39 mol) dissolved in dichloromethane (200 ml). The mixture was stirred for 1.5 hours and 2-hydroxy-5-chloroaniline (56.4 g, 0.39 mol) was added in one portion. After stirring overnight, the reaction mixture was diluted with water and the mixture was filtered to give the desired amide. The dichloromethane was separated and washed with water. Evaporation of the d...